This data is from the Open Reaction Database (ORD), a public repository of structured organic reaction records. The task is: describe an organic reaction: reactants, conditions, products, and yield Reactants: COC=1C=C(C=CC1N1C=NC(=C1)C)/C=C/C(=O)NNC(C(CCO)C1=CC=C(C=C1)F)=O (2-(4-fluorophenyl)-4-hydroxybutyric acid N′-{(E)-3-[3-methoxy-4-(4-methyl-1H-imidazol-1-yl)phenyl]acryloyl}hydrazide), P(=O)(Cl)(Cl)Cl (phosphorus oxychloride). The product is ClCCC(C1=CC=C(C=C1)F)C=1OC(=NN1)\C=C\C1=CC(=C(C=C1)N1C=NC(=C1)C)OC (2-[3-chloro-1-(4-fluorophenyl)propyl]-5-{(E)-2-[3-methoxy-4-(4-methyl-1H-imidazol-1-yl)phenyl]vinyl}-[1,3,4]oxadiazole). As a reaction SMILES: [CH3:1][O:2][C:3]1[CH:4]=[C:5](/[CH:15]=[CH:16]/[C:17]([NH:19][NH:20][C:21](=[O:33])[CH:22]([C:26]2[CH:31]=[CH:30][C:29]([F:32])=[CH:28][CH:27]=2)[CH2:23][CH2:24]O)=O)[CH:6]=[CH:7][C:8]=1[N:9]1[CH:13]=[C:12]([CH3:14])[N:11]=[CH:10]1.P(Cl)(Cl)([Cl:36])=O>>[Cl:36][CH2:24][CH2:23][CH:22]([C:21]1[O:33][C:17](/[CH:16]=[CH:15]/[C:5]2[CH:6]=[CH:7][C:8]([N:9]3[CH:13]=[C:12]([CH3:14])[N:11]=[CH:10]3)=[C:3]([O:2][CH3:1])[CH:4]=2)=[N:19][N:20]=1)[C:26]1[CH:31]=[CH:30][C:29]([F:32])=[CH:28][CH:27]=1. Procedure: A solution of 2-(4-fluorophenyl)-4-hydroxybutyric acid N′-{(E)-3-[3-methoxy-4-(4-methyl-1H-imidazol-1-yl)phenyl]acryloyl}hydrazide (224 mg) in phosphorus oxychloride (1 mL) was stirred at 120° C. for two hours. The reaction solution was left to cool to room temperature and then concentrated under reduced pressure. Ethyl acetate and saturated sodium bicarbonate water were added to the residue, and the organic layer was separated. The resulting organic layer was dried over anhydrous magnesium sulf... Starting materials: O(C1=CC=CC=C1)C1=NC=CC(=N1)C(F)(F)F (2-phenoxy-4-trifluoromethylpyrimidine), ClS(=O)(=O)O (chlorosulfonic acid). Solvent: ClC(C)Cl (dichloroethane), C(Cl)Cl (DCM). Reaction conditions: temperature 50 celsius, time 7 hour. Yields the product FC(C1=NC(=NC=C1)OC1=CC=C(C=C1)S(=O)(=O)Cl)(F)F (4-(4-trifluoromethylpyrimidin-2-oxy)benzenesulfonyl chloride). RXN SMILES: [O:1]([C:8]1[N:13]=[C:12]([C:14]([F:17])([F:16])[F:15])[CH:11]=[CH:10][N:9]=1)[C:2]1[CH:7]=[CH:6][CH:5]=[CH:4][CH:3]=1.[Cl:18][S:19](O)(=[O:21])=[O:20]>ClC(Cl)C.C(Cl)Cl>[F:15][C:14]([F:17])([F:16])[C:12]1[CH:11]=[CH:10][N:9]=[C:8]([O:1][C:2]2[CH:3]=[CH:4][C:5]([S:19]([Cl:18])(=[O:21])=[O:20])=[CH:6][CH:7]=2)[N:13]=1. Reported procedure: To a solution of 2-phenoxy-4-trifluoromethylpyrimidine (3.0 g, 12.5 mmol, prepared under a) in dichloroethane (30 ml) was added a solution chlorosulfonic acid (10.2 g, 88 mmol) in DCM (20 ml). The reaction mixture was stirred 7 h at 50° C. Subsequently the reaction mixture was slowly quenched with water and extracted with MTBE. The organic layer was washed with water and dried and the solvent was removed in vacuo. The residue was suspended in n-pentane and stirred for 10 minutes. Filtration yiel...